Dataset: the Open Reaction Database (ORD), a public repository of structured organic reaction records. Task: describe an organic reaction: reactants, conditions, products, and yield The reactants are O=C(NC1CCCNC1=O)OCc1ccccc1, C[Si](C)(C)Cl, Cc1ccccc1, CCN(C(C)C)C(C)C, [Cl-], N, [NH4+], O, O=P(Cl)(Cl)Cl. Product: NP(N)(=O)N1CCCC(NC(=O)OCc2ccccc2)C1=O. As a reaction SMILES: [CH2:1]([c:2]1[cH:3][cH:4][cH:5][cH:6][cH:7]1)[O:8][C:9](=[O:10])[NH:11][CH:12]1[C:13](=[O:18])[NH:14][CH2:15][CH2:16][CH2:17]1.[CH3:28][Si:29]([Cl:30])([CH3:31])[CH3:32].[CH3:42][c:43]1[cH:44][cH:45][cH:46][cH:47][cH:48]1.[CH:19]([N:20]([CH:21]([CH3:22])[CH3:23])[CH2:24][CH3:25])([CH3:26])[CH3:27].[Cl-:40].[NH3:39].[NH4+:41].[OH2:38].[P:33](=[O:34])([Cl:35])([Cl:36])[Cl:37]>>[CH2:1]([c:2]1[cH:3][cH:4][cH:5][cH:6][cH:7]1)[O:8][C:9](=[O:10])[NH:11][CH:12]1[C:13](=[O:18])[N:14]([P:33](=[O:34])([NH2:39])[NH2:41])[CH2:15][CH2:16][CH2:17]1. Starting materials: C(C)OP(OCC)(=O)CC1=CC(=C(C(=C1)OC)C(C)C)OC (diethyl(3,5-dimethoxy-4-i-propylbenzyl)phosphonate), C(C1=CC=C(C=C1)OC)=O (4-anisaldehyde). Yields the product COC=1C=C(C=C(C1C(C)C)OC)C=CC1=CC=C(C=C1)OC (1-(3,5-Dimethoxy-4-i-propylphenyl)-2-(4-methoxyphenyl)ethene). Isolated yield 63.0%. As a reaction SMILES: C(OP([CH2:9][C:10]1[CH:15]=[C:14]([O:16][CH3:17])[C:13]([CH:18]([CH3:20])[CH3:19])=[C:12]([O:21][CH3:22])[CH:11]=1)(=O)OCC)C.[CH:23](=O)[C:24]1[CH:29]=[CH:28][C:27]([O:30][CH3:31])=[CH:26][CH:25]=1>>[CH3:17][O:16][C:14]1[CH:15]=[C:10]([CH:9]=[CH:23][C:24]2[CH:29]=[CH:28][C:27]([O:30][CH3:31])=[CH:26][CH:25]=2)[CH:11]=[C:12]([O:21][CH3:22])[C:13]=1[CH:18]([CH3:19])[CH3:20]. Procedure details: This material was prepared from diethyl(3,5-dimethoxy-4-i-propylbenzyl)phosphonate and 4-anisaldehyde in 63% yield as the same procedure as described in example 5(b). 1H NMR (CDCl3, ppm): δ 1.31 (d, J=7.1 Hz, 6H), 3.51-3.74 (m, 1H), 3.86 (s, 3H), 3.91 (s, 6H), 6.71 (s, 2H), 6.84-7.09 (m, 4H), 7.39-7.60 (m, 2H). The reactants are Cl (hydrochloric acid), ClC=1C(=C2NC(C(NC2=CC1Cl)=O)=O)N1C(=NN=C1C=1C=[N+](C=CC1)[O-])COC ((−)-6,7-dichloro-5-[3-methoxymethyl-5-(1-oxidopyridin-3-yl)-4H-1,2,4-triazol-4-yl]-2,3(1H,4H)-quinoxalinedione). Solvent: CO (methanol). Run at time 2 hour. Product: O.ClC=1C(=C2NC(C(NC2=CC1Cl)=O)=O)N1C(=NN=C1C=1C=[N+](C=CC1)[O-])COC ((−)-6,7-Dichloro-5-[3-methoxymethyl-5-(1-oxidopyridin-3-yl)-4H-1,2,4-triazol-4-yl]-2.3(1H,4H)-quinoxalinedione hydrate). Yield: 65.0%. RXN SMILES: Cl.[Cl:2][C:3]1[C:4]([N:16]2[C:20]([C:21]3[CH:22]=[N+:23]([O-:27])[CH:24]=[CH:25][CH:26]=3)=[N:19][N:18]=[C:17]2[CH2:28][O:29][CH3:30])=[C:5]2[C:10](=[CH:11][C:12]=1[Cl:13])[NH:9][C:8](=[O:14])[C:7](=[O:15])[NH:6]2>CO>[OH2:14].[Cl:2][C:3]1[C:4]([N:16]2[C:20]([C:21]3[CH:22]=[N+:23]([O-:27])[CH:24]=[CH:25][CH:26]=3)=[N:19][N:18]=[C:17]2[CH2:28][O:29][CH3:30])=[C:5]2[C:10](=[CH:11][C:12]=1[Cl:13])[NH:9][C:8](=[O:14])[C:7](=[O:15])[NH:6]2 |f:3.4|. Procedure details: Concentrated hydrochloric acid (1 ml) was added to a stirred solution of (−)-6,7-dichloro-5-[3-methoxymethyl-5-(1-oxidopyridin-3-yl)-4H-1,2,4-triazol-4-yl]-2,3(1H,4H)-quinoxalinedione, silica complex (See Reference Example 1) (2.3 g, 4.64 mmol) in methanol (40 ml) and the mixture stirred for 2 hours. The solid precipitate was collected by filtration to afford the title compound as a white solid (1.4 g, 65%). mp 264-265° C. Starting materials: C(C(=O)[C@H]([C@@H](C(=O)C(=O)O)O)O)O (2,5-diketo-D-gluconic acid), C([C@@H]([C@H]([C@@H](C(=O)C(=O)O)O)O)O)O (2-keto-L-gulonic acid). Product: C([C@H]([C@H]([C@@H](C(=O)C(=O)O)O)O)O)O (2-keto-D-gluconic acid). As a reaction SMILES: [CH2:1]([OH:13])[C:2]([C@@H:4]([OH:12])[C@H:5]([OH:11])[C:6]([C:8]([OH:10])=[O:9])=[O:7])=[O:3].C(O)[C@H](O)[C@@H](O)[C@H](O)C(C(O)=O)=O>>[CH2:1]([OH:13])[C@@H:2]([OH:3])[C@@H:4]([OH:12])[C@H:5]([OH:11])[C:6]([C:8]([OH:10])=[O:9])=[O:7]. Procedure: The 2,5-diketo-D-gluconic acid produced by culturing Strain A in the medium or by the direct contact of the substrate with any processed product of Strain A and accumulated in a broth of crude state, may be, without being isolated, utilized by Strain B or reduced by any processed product of Strain B to be converted into 2-keto-L-gulonic acid. Alternately, the 2-keto-D-gluconic acid which would be by-produced, if the pure, unmixed culture of Strain B should be conducted, can be utilized by Strain... Reactants: NC1=CC(OC2=C(C(=CC=C12)OC)OC1CCCC1)=O (4-amino-8-(cyclopentyloxy)-7-methoxy-2H-chromen-2-one), [B-](F)(F)(F)F.[B-](F)(F)(F)F.C1C[N+]2(CC[N+]1(CC2)CCl)F (Selectfluor). The solvent is C(C)#N (acetonitrile). Run at time 18 hour. Yields the product NC1=C(C(OC2=C(C(=CC=C12)OC)OC1CCCC1)=O)F (4-amino-8-(cyclopentyloxy)-3-fluoro-7-methoxy-2H-chromen-2-one). Reaction SMILES: [NH2:1][C:2]1[C:11]2[C:6](=[C:7]([O:14][CH:15]3[CH2:19][CH2:18][CH2:17][CH2:16]3)[C:8]([O:12][CH3:13])=[CH:9][CH:10]=2)[O:5][C:4](=[O:20])[CH:3]=1.[B-](F)(F)(F)[F:22].[B-](F)(F)(F)F.C1[N+]2(CCl)CC[N+](F)(CC2)C1>C(#N)C>[NH2:1][C:2]1[C:11]2[C:6](=[C:7]([O:14][CH:15]3[CH2:19][CH2:18][CH2:17][CH2:16]3)[C:8]([O:12][CH3:13])=[CH:9][CH:10]=2)[O:5][C:4](=[O:20])[C:3]=1[F:22] |f:1.2.3|. Procedure: A mixture of 4-amino-8-(cyclopentyloxy)-7-methoxy-2H-chromen-2-one (100 mg, 0.36 mmol, Example 3, Step 1), Selectfluor (160 mg, 0.45 mmol), and acetonitrile (1.5 mL) were stirred vigorously for 18 h, concentrated, and then purified by silica gel chromatography (7:3→1:4; hexanes:ethyl acetate) to give 4-amino-8-(cyclopentyloxy)-3-fluoro-7-methoxy-2H-chromen-2-one: MS (ESI): 294.0.